This data is from the Open Reaction Database (ORD), a public repository of structured organic reaction records. The task is: describe an organic reaction: reactants, conditions, products, and yield Reactants: C(CCCCCCCCCCCCCCCCC)OC=1C=C(C(=O)O)C=C(C1)OCC1=CC=CC=C1 (3-(octadecyloxy)-5-(phenylmethoxy)benzoic acid), N(CC(=O)OC)CC(=O)OC (dimethyl iminodiacetate), acid chloride, S(=O)(Cl)Cl (thionyl chloride). The product is COC(CN(C(C1=CC(=CC(=C1)OCC1=CC=CC=C1)OCCCCCCCCCCCCCCCCCC)=O)CC(=O)OC)=O (N-(2-methoxy-2-oxoethyl)-N-[3-(octadecyloxy)-5-(phenylmethoxy)benzoyl]glycine methyl ester). As a reaction SMILES: [CH2:1]([O:19][C:20]1[CH:21]=[C:22]([CH:26]=[C:27]([O:29][CH2:30][C:31]2[CH:36]=[CH:35][CH:34]=[CH:33][CH:32]=2)[CH:28]=1)[C:23]([OH:25])=O)[CH2:2][CH2:3][CH2:4][CH2:5][CH2:6][CH2:7][CH2:8][CH2:9][CH2:10][CH2:11][CH2:12][CH2:13][CH2:14][CH2:15][CH2:16][CH2:17][CH3:18].S(Cl)(Cl)=O.[NH:41]([CH2:47][C:48]([O:50][CH3:51])=[O:49])[CH2:42][C:43]([O:45][CH3:46])=[O:44]>>[CH3:51][O:50][C:48](=[O:49])[CH2:47][N:41]([CH2:42][C:43]([O:45][CH3:46])=[O:44])[C:23](=[O:25])[C:22]1[CH:26]=[C:27]([O:29][CH2:30][C:31]2[CH:36]=[CH:35][CH:34]=[CH:33][CH:32]=2)[CH:28]=[C:20]([O:19][CH2:1][CH2:2][CH2:3][CH2:4][CH2:5][CH2:6][CH2:7][CH2:8][CH2:9][CH2:10][CH2:11][CH2:12][CH2:13][CH2:14][CH2:15][CH2:16][CH2:17][CH3:18])[CH:21]=1. Procedure: Conversion of 3-(octadecyloxy)-5-(phenylmethoxy)benzoic acid to the acid chloride with thionyl chloride followed by treatment with dimethyl iminodiacetate gave N-(2-methoxy-2-oxoethyl)-N-[3-(octadecyloxy)-5-(phenylmethoxy)benzoyl]glycine methyl ester as an oil after chromatography on 50 g of silica gel using 25% ethyl acetate-hexane. The structure was confirmed by the nmr spectrum. Starting materials: CO (methanol), N1=CC=C(C=C1)OC(C)C1=CC=C(C(=O)OC)C=C1 (methyl 4-(1-(pyridin-4-yloxy)ethyl)benzoate), [OH-].[Li+] (lithium hydroxide), Cl (hydrogen chloride). Solvent: O (water). Reaction conditions: time 12 hour. Yields the product N1=CC=C(C=C1)OC(C)C1=CC=C(C(=O)O)C=C1 (4-(1-(pyridin-4-yloxy)ethyl)benzoic acid). The yield is 88.5%. RXN SMILES: CO.[N:3]1[CH:8]=[CH:7][C:6]([O:9][CH:10]([C:12]2[CH:21]=[CH:20][C:15]([C:16]([O:18]C)=[O:17])=[CH:14][CH:13]=2)[CH3:11])=[CH:5][CH:4]=1.[OH-].[Li+].Cl>O>[N:3]1[CH:4]=[CH:5][C:6]([O:9][CH:10]([C:12]2[CH:13]=[CH:14][C:15]([C:16]([OH:18])=[O:17])=[CH:20][CH:21]=2)[CH3:11])=[CH:7][CH:8]=1 |f:2.3|. Reported procedure: To a mixed solution of methanol (10 mL) and water (2 mL), methyl 4-(1-(pyridin-4-yloxy)ethyl)benzoate (151 mg, 0.59 mmol) and lithium hydroxide were added. The mixture was stirred at room temperature for 12 hours. Then the reaction mixture was acidified by hydrogen chloride aqueous solution (1N) to adjust pH=6, and then extracted with dichloromethane (20 mL×3). And the mixture was concentrated to give 4-(1-(pyridin-4-yloxy)ethyl)benzoic acid (127 mg, 88%). Starting materials: C(C1=CC=CC=C1)N1N=C(N=N1)CN(CC)C1CCN(CC1)C[C@H]1CN(C[C@@H]1C1=CC=CC=C1)[C@H]1C(CCCC1)CC(=O)OCC1=CC=C(C=C1)OC (2-(R)-(3-(S)-((4-(N-(2-Benzyl-2H-tetrazol-5-yl)methyl-N-ethylamino)-piperidine-1-yl)methyl)-4-(S)-phenylpyrrolidin-1-yl)-cyclohexaneacetic Acid, 4-Methoxybenzyl Ester), C1(=CC=CC=C1)OC (anisole), FC(C(=O)O)(F)F (triflouroacetic acid). Conditions: time 1 hour. The product is C(C1=CC=CC=C1)N1N=C(N=N1)CN(CC)C1CCN(CC1)C[C@H]1CN(C[C@@H]1C1=CC=CC=C1)[C@H]1C(CCCC1)CC(=O)O (2-(R)-(3-(S)-((4-(N-(2-Benzyl-2H-tetrazol-5-yl)methyl-N-ethylamino)-piperidine-1-yl)methyl)-4-(S)-phenylpyrrolidin-1-yl)-cyclohexaneacetic Acid). The yield is 106.7%. RXN SMILES: [CH2:1]([N:8]1[N:12]=[N:11][C:10]([CH2:13][N:14]([CH:17]2[CH2:22][CH2:21][N:20]([CH2:23][C@@H:24]3[C@@H:28]([C:29]4[CH:34]=[CH:33][CH:32]=[CH:31][CH:30]=4)[CH2:27][N:26]([C@@H:35]4[CH2:40][CH2:39][CH2:38][CH2:37][CH:36]4[CH2:41][C:42]([O:44]CC4C=CC(OC)=CC=4)=[O:43])[CH2:25]3)[CH2:19][CH2:18]2)[CH2:15][CH3:16])=[N:9]1)[C:2]1[CH:7]=[CH:6][CH:5]=[CH:4][CH:3]=1.C1(OC)C=CC=CC=1.FC(F)(F)C(O)=O>>[CH2:1]([N:8]1[N:12]=[N:11][C:10]([CH2:13][N:14]([CH:17]2[CH2:18][CH2:19][N:20]([CH2:23][C@@H:24]3[C@@H:28]([C:29]4[CH:30]=[CH:31][CH:32]=[CH:33][CH:34]=4)[CH2:27][N:26]([C@@H:35]4[CH2:40][CH2:39][CH2:38][CH2:37][CH:36]4[CH2:41][C:42]([OH:44])=[O:43])[CH2:25]3)[CH2:21][CH2:22]2)[CH2:15][CH3:16])=[N:9]1)[C:2]1[CH:7]=[CH:6][CH:5]=[CH:4][CH:3]=1. Reported procedure: To 54 mg of 2-(R)-(3-(S)-((4-(N-(2-Benzyl-2H-tetrazol-5-yl)methyl-N-ethylamino)-piperidine-1-yl)methyl)-4-(S)-phenylpyrrolidin-1-yl)-cyclohexaneacetic acid, 4-Methoxybenzyl ester (from Step E) were added 150 mg of anisole and 3 ml of triflouroacetic acid. The reaction was stirred at room temperature for 1 hour. The trifluoroacetic acid was evaporated under reduced pressure. The residue was purified by flash chromatography with 20% MeOH in EtOAc followed by 20% MeOH+2% NH4OH in EtOAc to give 48 m... Starting materials: ClCCl, Cc1cc(Cl)nc(Cl)c1, [NH4+], [OH-]. Yields the product Cc1cc(N)nc(Cl)c1. Reaction SMILES: [Cl:12][CH2:13][Cl:14].[Cl:1][c:2]1[n:3][c:4]([Cl:9])[cH:5][c:6]([CH3:8])[cH:7]1.[NH4+:10].[OH-:11]>>[Cl:1][c:2]1[n:3][c:4]([NH2:10])[cH:5][c:6]([CH3:8])[cH:7]1. Reactants: ClC1=CC(=C(CO)C=C1)C (4-chloro-2-methylbenzyl alcohol), S(=O)(Cl)Cl (thionyl chloride). Conditions: temperature 100 celsius. Yields the product ClC1=CC(=C(CCl)C=C1)C (4-chloro-2-methylbenzyl chloride). Isolated yield 93.0%. RXN SMILES: [Cl:1][C:2]1[CH:9]=[CH:8][C:5]([CH2:6]O)=[C:4]([CH3:10])[CH:3]=1.S(Cl)([Cl:13])=O>>[Cl:1][C:2]1[CH:9]=[CH:8][C:5]([CH2:6][Cl:13])=[C:4]([CH3:10])[CH:3]=1. Procedure: Step A A mixture of 4-chloro-2-methylbenzyl alcohol (Aldrich) (5 g, 32 mmol) in thionyl chloride (20 mL) was heated at refluxing (100° C.) for 30 min. The mixture was cooled to room temperature and concentrated. The residue was diluted with ethyl acetate, washed with saturated aqueous NaHCO3 solution, water, brine, dried over MgSO4, and concentrated to give 4-chloro-2-methylbenzyl chloride as a light yellow oil (5.2 g, 93%).